describe an organic reaction: reactants, conditions, products, and yield From a dataset of the Open Reaction Database (ORD), a public repository of structured organic reaction records. Run at time 15 minute. Solvent: C(Cl)Cl (methylene chloride). The reagents and catalysts are CN(C1=CC=NC=C1)C (4-dimethylaminopyridine). The reactants are COCOC1=C(C(=O)O)C=CC(=C1CCC)OC (2-methoxymethoxy-3-n-propyl-4-methoxybenzoic acid), C(C)OCC (diethyl ether), C1(CCCCC1)N=C=NC1CCCCC1 (N,N'-dicyclohexylcarbodiimide), S1CNCC1 (Thiazolidine). The product is COCOC1=C(C(=O)N2CSCC2)C=CC(=C1CCC)OC (N-(2-methoxymethoxy-3-n-propyl-4-methoxybenzoyl)thiazolidine). Reported procedure: Under argon atmosphere, a solution of 2-methoxymethoxy-3-n-propyl-4-methoxybenzoic acid (8 g) and 4-dimethylaminopyridine (0.38 g) in methylene chloride (150 ml) was cooled to 0° C., and to the solution was added N,N'-dicyclohexylcarbodiimide (7.8 g). The mixture was agitated for 15 minutes. Thiazolidine (3.0 ml) was added to the mixture, and the mixture was agitated at room temperature for another 15 hours. To the reaction mixture was added diethyl ether, and the mixture was filtered. Water and... Reaction SMILES: [CH3:1][O:2][CH2:3][O:4][C:5]1[C:13]([CH2:14][CH2:15][CH3:16])=[C:12]([O:17][CH3:18])[CH:11]=[CH:10][C:6]=1[C:7]([OH:9])=O.C1(N=C=NC2CCCCC2)CCCCC1.[S:34]1[CH2:38][CH2:37][NH:36][CH2:35]1.C(OCC)C>CN(C)C1C=CN=CC=1.C(Cl)Cl>[CH3:1][O:2][CH2:3][O:4][C:5]1[C:13]([CH2:14][CH2:15][CH3:16])=[C:12]([O:17][CH3:18])[CH:11]=[CH:10][C:6]=1[C:7]([N:36]1[CH2:37][CH2:38][S:34][CH2:35]1)=[O:9]. Starting materials: resultant solution, ClC1=C(C=CC=C1Cl)N1CCN(CC1)CCCCOC1=CC=C2CCC(N(C2=C1)CO)=O (7-(4-(4-(2,3-dichlorophenyl)piperazin-1-yl)butoxy)-1-(hydroxymethyl)-3,4-dihydroquinolin-2(1H)-one), C(CCC)(=O)Cl (butyryl chloride), N1=CC=CC=C1 (pyridine). Solvent: ClCCl (dichloromethane). Yields the product C(CCC)(=O)OCN1C(CCC2=CC=C(C=C12)OCCCCN1CCN(CC1)C1=C(C(=CC=C1)Cl)Cl)=O ((7-(4-(4-(2,3-dichlorophenyl)piperazin-1-yl)butoxy)-2-oxo-3,4-dihydroquinolin-1(2H)-yl)methyl butyrate). Yield: 94.7%. RXN SMILES: [Cl:1][C:2]1[C:7]([Cl:8])=[CH:6][CH:5]=[CH:4][C:3]=1[N:9]1[CH2:14][CH2:13][N:12]([CH2:15][CH2:16][CH2:17][CH2:18][O:19][C:20]2[CH:29]=[C:28]3[C:23]([CH2:24][CH2:25][C:26](=[O:32])[N:27]3[CH2:30][OH:31])=[CH:22][CH:21]=2)[CH2:11][CH2:10]1.N1C=CC=CC=1.[C:39](Cl)(=[O:43])[CH2:40][CH2:41][CH3:42]>ClCCl>[C:39]([O:31][CH2:30][N:27]1[C:28]2[C:23](=[CH:22][CH:21]=[C:20]([O:19][CH2:18][CH2:17][CH2:16][CH2:15][N:12]3[CH2:13][CH2:14][N:9]([C:3]4[CH:4]=[CH:5][CH:6]=[C:7]([Cl:8])[C:2]=4[Cl:1])[CH2:10][CH2:11]3)[CH:29]=2)[CH2:24][CH2:25][C:26]1=[O:32])(=[O:43])[CH2:40][CH2:41][CH3:42]. Reported procedure: To a stirred suspension of Compound 2A (3 g, 6.27 mmol) in dichloromethane (30 mL) was added pyridine (2.54 mL, 31.35 mmol) followed by butyryl chloride (0.98 mL, 9.41 mmol) over 1-2 mins. The resultant solution was stirred at room temperature for 1 h 30 mins. The reaction was quenched with methanol (2 mL) and the mixture diluted with 1:1 NaHCO3 (aq)/brine (50 mL) and the layers separated. The aqueous layer was extracted with dichloromethane (10 mL) and the combined organics dried over MgSO4. Af...